describe an organic reaction: reactants, conditions, products, and yield From a dataset of the Open Reaction Database (ORD), a public repository of structured organic reaction records. Reactants: C(C)(=O)N1CCC(CC1)C=O (N-acetylpiperidine-4-carbaldehyde), O.O.O.O.O.O.O.O.O.[S-2].[Na+].[Na+] (sodium sulfide nonahydrate), NC1=C(C(=O)OC)C=CC=C1N (methyl 2,3-diaminobenzoate), Cl (hydrochloricacid). The reagents and catalysts are C(C)(=O)[O-].[Cu+2].C(C)(=O)[O-] (copper(II) acetate). The solvent is CO (methanol), O (water), O (water), CO (methanol), O (water). Run at time 10 minute. Product: C(C)(=O)N1CCC(CC1)C=1NC2=C(N1)C=CC=C2C(=O)OC (Methyl 2-(N-acetylpiperidin-4-yl)benzimidazole-4-carboxylate). Yield: 75.0%. Reaction SMILES: [NH2:1][C:2]1[C:11]([NH2:12])=[CH:10][CH:9]=[CH:8][C:3]=1[C:4]([O:6][CH3:7])=[O:5].[C:13]([N:16]1[CH2:21][CH2:20][CH:19]([CH:22]=O)[CH2:18][CH2:17]1)(=[O:15])[CH3:14].Cl.O.O.O.O.O.O.O.O.O.[S-2].[Na+].[Na+]>CO.O.C([O-])(=O)C.[Cu+2].C([O-])(=O)C>[C:13]([N:16]1[CH2:21][CH2:20][CH:19]([C:22]2[NH:1][C:2]3[C:3]([C:4]([O:6][CH3:7])=[O:5])=[CH:8][CH:9]=[CH:10][C:11]=3[N:12]=2)[CH2:18][CH2:17]1)(=[O:15])[CH3:14] |f:3.4.5.6.7.8.9.10.11.12.13.14,17.18.19|. Procedure details: 3.3 g (19.9 mmol) of methyl 2,3-diaminobenzoate were dissolved in 100 ml of methanol, and a solution of 4.0 g (25.8 mmol) of N-acetylpiperidine-4-carbaldehyde in 100 ml of methanol was added dropwise at room temperature. The whole was stirred for about 10 minutes at room temperature. Thereafter, 5.2 g (25.8 mmol) of copper(II) acetate, which was dissolved in 100 ml of water, were added dropwise and the whole was refluxed for 30 minutes. After cooling, 25 ml of concentrated hydrochloricacid were ... Reactants: BrC=1C=CC2=C(OC3=C2C=CC(=C3)C(=O)O)C1 (3-bromo-dibenzofuran-7-carboxylic acid), B (borane). The solvent is C1CCOC1 (THF), C1CCOC1 (THF). Reaction conditions: time 20 hour. Product: BrC=1C=CC2=C(OC3=C2C=CC(=C3)CO)C1 (3-Bromo-7-(hydroxymethyl)-dibenzofuran). Yield: 90.7%. Reaction SMILES: [Br:1][C:2]1[CH:3]=[CH:4][C:5]2[C:9]3[CH:10]=[CH:11][C:12]([C:14](O)=[O:15])=[CH:13][C:8]=3[O:7][C:6]=2[CH:17]=1.B>C1COCC1>[Br:1][C:2]1[CH:3]=[CH:4][C:5]2[C:9]3[CH:10]=[CH:11][C:12]([CH2:14][OH:15])=[CH:13][C:8]=3[O:7][C:6]=2[CH:17]=1. Procedure details: A cloudy solution of 3-bromo-dibenzofuran-7-carboxylic acid (3.2 g, 10.9 mmol) in 80 ml THF was cooled to 0° C. and a solution of borane in THF (1.0M, 13.0 ml, 13.0 mmol) was added dropwise. The cooling bath was removed and the reaction was stirred at room temperature for 20 hours and was then quenched by the cautious addition of methanol (10 ml). The solution was evaporated to dryness in vacuo and the residue was dissolved in methanol-CH2Cl2 (1:1) and again evaporated. After one repetition of t... Starting materials: ClCCl, CC1CCC(C(C)C)C(OCC(=O)OCC2C=CCN(C(=O)OC(C)(C)C)C2)C1, O=C(OO)c1cccc(Cl)c1. Yields the product CC1CCC(C(C)C)C(OCC(=O)OCC2CN(C(=O)OC(C)(C)C)CC3OC23)C1. As a reaction SMILES: [CH2:41]([Cl:42])[Cl:43].[CH:12]([CH3:13])([CH3:14])[CH:15]1[CH:16]([O:22][CH2:23][C:24](=[O:25])[O:26][CH2:27][CH:28]2[CH2:29][N:30]([C:34](=[O:35])[O:36][C:37]([CH3:38])([CH3:39])[CH3:40])[CH2:31][CH:32]=[CH:33]2)[CH2:17][CH:18]([CH3:21])[CH2:19][CH2:20]1.[OH:1][O:2][C:3]([c:4]1[cH:5][c:6]([Cl:7])[cH:8][cH:9][cH:10]1)=[O:11]>>[O:1]1[CH:32]2[CH2:31][N:30]([C:34](=[O:35])[O:36][C:37]([CH3:38])([CH3:39])[CH3:40])[CH2:29][CH:28]([CH2:27][O:26][C:24]([CH2:23][O:22][CH:16]3[CH:15]([CH:12]([CH3:13])[CH3:14])[CH2:20][CH2:19][CH:18]([CH3:21])[CH2:17]3)=[O:25])[CH:33]12. Reactants: ClC1=CC=C(C(=O)NCC=2SC(=CC2)S(=O)(=O)N2CCNCC2)C=C1 (4-Chloro-N-[5-(piperazine-1-sulfonyl)-thiophen-2-ylmethyl]-benzamide), CCN(C(C)C)C(C)C (iPr2NEt), C1(=CC=CC=C1)/C=C/C(=O)Cl ([(2E)-3-phenylprop-2-enoyl]chloride). The solvent is C(Cl)(Cl)Cl (CHCl3). The product is ClC1=CC=C(C(=O)NCC=2SC(=CC2)S(=O)(=O)N2CCN(CC2)C(\C=C\C2=CC=CC=C2)=O)C=C1 (4-chloro-N-{[5-({4-[(2E)-3-phenylprop-2-enoyl]piperazin-1-yl}sulfonyl)thien-2-yl]methyl}benzamide). The yield is 21.0%. RXN SMILES: [Cl:1][C:2]1[CH:25]=[CH:24][C:5]([C:6]([NH:8][CH2:9][C:10]2[S:11][C:12]([S:15]([N:18]3[CH2:23][CH2:22][NH:21][CH2:20][CH2:19]3)(=[O:17])=[O:16])=[CH:13][CH:14]=2)=[O:7])=[CH:4][CH:3]=1.CCN(C(C)C)C(C)C.[C:35]1(/[CH:41]=[CH:42]/[C:43](Cl)=[O:44])[CH:40]=[CH:39][CH:38]=[CH:37][CH:36]=1>C(Cl)(Cl)Cl>[Cl:1][C:2]1[CH:25]=[CH:24][C:5]([C:6]([NH:8][CH2:9][C:10]2[S:11][C:12]([S:15]([N:18]3[CH2:23][CH2:22][N:21]([C:43](=[O:44])/[CH:42]=[CH:41]/[C:35]4[CH:40]=[CH:39][CH:38]=[CH:37][CH:36]=4)[CH2:20][CH2:19]3)(=[O:16])=[O:17])=[CH:13][CH:14]=2)=[O:7])=[CH:4][CH:3]=1. Reported procedure: To a stirred solution of 1 (36 mg, 0.09 mmol) and iPr2NEt (32 μl, 0.189 mmol) in CHCl3 (2 mL) was added [(2E)-3-phenylprop-2-enoyl]chloride (15 mg, 0.09 mmol). After 4 h the reaction mixture was washed with HCl (1 N) and sat. NaCl solution, and dried over MgSO4. The solvent was evaporated and the residue was filtered through silica gel using AcOEt/MeOH 1% as eluent to afford 159 as white solid (10 mg, 20%). M/Z APCI: 531.2 (M+1), 529.1 (M−1). Anal. HPLC: rt.=6.18 min (method a). The reactants are C(C1=CC=CC=C1)N(C1=C(C(=C(C=C1)F)C1=NNC=C1C1=CC(=NC=C1)F)F)CC1=CC=CC=C1 (dibenzyl-{2,4-difluoro-3-[4-(2-fluoro-pyridin-4-yl)-1H-pyrazol-3-yl]-phenyl}-amine), CN (methyl amine). Run in CS(=O)C (DMSO), O (water), O (water). Product: C(C1=CC=CC=C1)N(C=1C(=C(C(=CC1)F)C1=NNC=C1C1=CC(=NC=C1)NC)F)CC1=CC=CC=C1 ({4-[3-(3-Dibenzylamino-2,6-difluoro-phenyl)-1H-pyrazol-4-yl]-pyridin-2-yl}-methyl-amine). RXN SMILES: [CH2:1]([N:8]([CH2:29][C:30]1[CH:35]=[CH:34][CH:33]=[CH:32][CH:31]=1)[C:9]1[CH:14]=[CH:13][C:12]([F:15])=[C:11]([C:16]2[C:20]([C:21]3[CH:26]=[CH:25][N:24]=[C:23](F)[CH:22]=3)=[CH:19][NH:18][N:17]=2)[C:10]=1[F:28])[C:2]1[CH:7]=[CH:6][CH:5]=[CH:4][CH:3]=1.[CH3:36][NH2:37]>CS(C)=O.O>[CH2:29]([N:8]([CH2:1][C:2]1[CH:7]=[CH:6][CH:5]=[CH:4][CH:3]=1)[C:9]1[C:10]([F:28])=[C:11]([C:16]2[C:20]([C:21]3[CH:26]=[CH:25][N:24]=[C:23]([NH:37][CH3:36])[CH:22]=3)=[CH:19][NH:18][N:17]=2)[C:12]([F:15])=[CH:13][CH:14]=1)[C:30]1[CH:31]=[CH:32][CH:33]=[CH:34][CH:35]=1. Procedure: To a solution of dibenzyl-{2,4-difluoro-3-[4-(2-fluoro-pyridin-4-yl)-1H-pyrazol-3-yl]-phenyl}-amine (400 mg, 0.849 mmol) in DMSO (4.24 mL), a 40% methyl amine solution in water (3.5 mL) was added. The mixture was irradiated in the microwave oven at 120° C. for one hour and then poured into water and extracted with ethyl acetate. The organic layer was washed three times with saturated aqueous NaHCO3 and once with brine, dried over anhydrous sodium sulfate and filtered. The filtrate was concentrat... The reactants are COc1ccc(C2CSc3cc(OC)ccc3C2(O)c2cccc(C(O[SiH](C)C)C(C)(C)C)c2)cc1, [BH3-]C#N, ClCCCl, [I-], [I-], [Na+], O, [Zn+2]. Yields the product COc1ccc(C2CSc3cc(OC)ccc3C2c2cccc(C(O[SiH](C)C)C(C)(C)C)c2)cc1. As a reaction SMILES: [C:1]([CH3:2])([CH3:3])([CH3:4])[CH:5]([c:6]1[cH:7][c:8]([C:12]2([OH:32])[CH:13]([c:24]3[cH:25][cH:26][c:27]([O:30][CH3:31])[cH:28][cH:29]3)[CH2:14][S:15][c:16]3[cH:17][c:18]([O:22][CH3:23])[cH:19][cH:20][c:21]32)[cH:9][cH:10][cH:11]1)[O:33][SiH:34]([CH3:35])[CH3:36].[C:37]([BH3-:38])#[N:39].[Cl:42][CH2:43][CH2:44][Cl:45].[I-:46].[I-:48].[Na+:40].[OH2:41].[Zn+2:47]>>[C:1]([CH3:2])([CH3:3])([CH3:4])[CH:5]([c:6]1[cH:7][c:8]([CH:12]2[CH:13]([c:24]3[cH:25][cH:26][c:27]([O:30][CH3:31])[cH:28][cH:29]3)[CH2:14][S:15][c:16]3[cH:17][c:18]([O:22][CH3:23])[cH:19][cH:20][c:21]32)[cH:9][cH:10][cH:11]1)[O:33][SiH:34]([CH3:35])[CH3:36]. The reactants are C1CCOC1, CO, COc1cccc2c1nc(C(F)F)n2-c1nc(C2=CN(C(=O)OC(C)(C)C)CCC2)nc(N2CCOCC2)n1. Yields the product COc1cccc2c1nc(C(F)F)n2-c1nc(C2CCCN(C(=O)OC(C)(C)C)C2)nc(N2CCOCC2)n1. As a reaction SMILES: [CH2:42]1[O:43][CH2:44][CH2:45][CH2:46]1.[CH3:40][OH:41].[F:1][CH:2]([c:3]1[n:4][c:5]2[c:6]([n:7]1-[c:8]1[n:9][c:10]([C:20]3=[CH:25][N:24]([C:26](=[O:27])[O:28][C:29]([CH3:30])([CH3:31])[CH3:32])[CH2:23][CH2:22][CH2:21]3)[n:11][c:12]([N:14]3[CH2:15][CH2:16][O:17][CH2:18][CH2:19]3)[n:13]1)[cH:33][cH:34][cH:35][c:36]2[O:37][CH3:38])[F:39]>>[F:1][CH:2]([c:3]1[n:4][c:5]2[c:6]([n:7]1-[c:8]1[n:9][c:10]([CH:20]3[CH2:21][CH2:22][CH2:23][N:24]([C:26](=[O:27])[O:28][C:29]([CH3:30])([CH3:31])[CH3:32])[CH2:25]3)[n:11][c:12]([N:14]3[CH2:15][CH2:16][O:17][CH2:18][CH2:19]3)[n:13]1)[cH:33][cH:34][cH:35][c:36]2[O:37][CH3:38])[F:39]. The reactants are Cl.ClC1=CC(=CC=2[C@@H]3[C@@H](NC(C12)=O)CNC3)CC ((3aR,9bS)-6-chloro-8-ethyl-2,3,3a,4-tetrahydro-1H-pyrrolo[3,4-c]isoquinolin-5(9bH)-one hydrochloride), CC(=O)C (acetone), Cl (HCl), [BH4-].[Na+] (sodium borohydride). The solvent is CO (methanol), CCOCC (ether), O1CCOCC1 (dioxane). Run at time 18 hour. Product: Cl.ClC1=CC(=CC=2[C@@H]3[C@@H](NC(C12)=O)CN(C3)C(C)C)CC ((3aR,9bS)-6-Chloro-8-ethyl-2-isopropyl-2,3,3a,4-tetrahydro-1H-pyrrolo[3,4-c]isoquinolin-5(9bH)-one hydrochloride). Isolated yield 119.6%. Reaction SMILES: Cl.[Cl:2][C:3]1[C:12]2[C:11](=[O:13])[NH:10][C@H:9]3[CH2:14][NH:15][CH2:16][C@@H:8]3[C:7]=2[CH:6]=[C:5]([CH2:17][CH3:18])[CH:4]=1.[CH3:19][C:20]([CH3:22])=O.[BH4-].[Na+].Cl>CO.CCOCC.O1CCOCC1>[ClH:2].[Cl:2][C:3]1[C:12]2[C:11](=[O:13])[NH:10][C@H:9]3[CH2:14][N:15]([CH:20]([CH3:22])[CH3:19])[CH2:16][C@@H:8]3[C:7]=2[CH:6]=[C:5]([CH2:17][CH3:18])[CH:4]=1 |f:0.1,3.4,9.10|. Reported procedure: To a solution of (3aR,9bS)-6-chloro-8-ethyl-2,3,3a,4-tetrahydro-1H-pyrrolo[3,4-c]isoquinolin-5(9bH)-one hydrochloride (Example 29) (19 mg, 0.066 mmol) in 2 mL of methanol was added acetone (0.015 mL, 0.20 mmol) followed by sodium borohydride (13 mg, 0.33 mmol) portionwise. The reaction mixture was stirred at ambient temperature for 18 h. The reaction was concentrated and the residue was purified (ISCO, elution with 0-15% methanol/methylene chloride) to afford the free base. To the free base in 1... The reactants are CCN(Cc1ccccc1)C(=O)OCc1cc(C(F)(F)F)ccc1Br, O=C([O-])[O-], CCOC(=O)Cc1ccc(OC)c(B2OC(C)(C)C(C)(C)O2)c1, COCCOC, [K+], [K+], O, c1ccc(P(c2ccccc2)(c2ccccc2)[Pd](P(c2ccccc2)(c2ccccc2)c2ccccc2)(P(c2ccccc2)(c2ccccc2)c2ccccc2)P(c2ccccc2)(c2ccccc2)c2ccccc2)cc1. Yields the product CCOC(=O)Cc1ccc(OC)c(-c2ccc(C(F)(F)F)cc2COC(=O)N(CC)Cc2ccccc2)c1. Reaction SMILES: [Br:1][c:2]1[c:3]([CH2:4][O:5][C:6]([N:7]([CH2:8][CH3:9])[CH2:10][c:11]2[cH:12][cH:13][cH:14][cH:15][cH:16]2)=[O:17])[cH:18][c:19]([C:22]([F:23])([F:24])[F:25])[cH:20][cH:21]1.[C:49](=[O:50])([O-:51])[O-:52].[CH2:26]([CH3:27])[O:28][C:29]([CH2:30][c:31]1[cH:32][c:33]([B:39]2[O:40][C:41]([CH3:42])([CH3:43])[C:44]([CH3:45])([CH3:46])[O:47]2)[c:34]([O:37][CH3:38])[cH:35][cH:36]1)=[O:48].[CH3:55][O:56][CH2:57][CH2:58][O:59][CH3:60].[K+:53].[K+:54].[OH2:138].[cH:61]1[cH:62][cH:63][c:64]([P:65]([Pd:66]([P:67]([c:68]2[cH:69][cH:70][cH:71][cH:72][cH:73]2)([c:74]2[cH:75][cH:76][cH:77][cH:78][cH:79]2)[c:80]2[cH:81][cH:82][cH:83][cH:84][cH:85]2)([P:86]([c:87]2[cH:88][cH:89][cH:90][cH:91][cH:92]2)([c:93]2[cH:94][cH:95][cH:96][cH:97][cH:98]2)[c:99]2[cH:100][cH:101][cH:102][cH:103][cH:104]2)[P:105]([c:106]2[cH:107][cH:108][cH:109][cH:110][cH:111]2)([c:112]2[cH:113][cH:114][cH:115][cH:116][cH:117]2)[c:118]2[cH:119][cH:120][cH:121][cH:122][cH:123]2)([c:124]2[cH:125][cH:126][cH:127][cH:128][cH:129]2)[c:130]2[cH:131][cH:132][cH:133][cH:134][cH:135]2)[cH:136][cH:137]1>>[c:2]1(-[c:33]2[cH:32][c:31]([CH2:30][C:29]([O:28][CH2:26][CH3:27])=[O:48])[cH:36][cH:35][c:34]2[O:37][CH3:38])[c:3]([CH2:4][O:5][C:6]([N:7]([CH2:8][CH3:9])[CH2:10][c:11]2[cH:12][cH:13][cH:14][cH:15][cH:16]2)=[O:17])[cH:18][c:19]([C:22]([F:23])([F:24])[F:25])[cH:20][cH:21]1. Reactants: CC(C)(C)OC(=O)Nc1ccc(-c2ccccc2F)cc1NC(=O)CC(=O)c1cc(C#N)ccc1F, ClCCl, O=C(O)C(F)(F)F. Product: N#Cc1ccc(F)c(C2=Nc3ccc(-c4ccccc4F)cc3NC(=O)C2)c1. As a reaction SMILES: [C:1]([O:2][C:3](=[O:4])[NH:7][c:8]1[c:9]([NH:21][C:22]([CH2:23][C:24](=[O:5])[c:26]2[c:27]([F:34])[cH:28][cH:29][c:30]([C:32]#[N:33])[cH:31]2)=[O:35])[cH:10][c:11](-[c:14]2[c:15]([F:20])[cH:16][cH:17][cH:18][cH:19]2)[cH:12][cH:13]1)([CH3:6])([CH3:25])[CH3:36].[Cl:44][CH2:45][Cl:46].[F:37][C:38]([F:39])([F:40])[C:41]([OH:42])=[O:43]>>[N:7]1=[C:24]([c:26]2[c:27]([F:34])[cH:28][cH:29][c:30]([C:32]#[N:33])[cH:31]2)[CH2:23][C:22](=[O:35])[NH:21][c:9]2[c:8]1[cH:13][cH:12][c:11](-[c:14]1[c:15]([F:20])[cH:16][cH:17][cH:18][cH:19]1)[cH:10]2.